This data is from the Open Reaction Database (ORD), a public repository of structured organic reaction records. The task is: describe an organic reaction: reactants, conditions, products, and yield The reactants are Cc1ccc(-c2c(C)n[nH]c(=O)c2-c2c(F)cc(F)cc2F)cc1, O=P(Cl)(Cl)Cl. The product is Cc1ccc(-c2c(C)nnc(Cl)c2-c2c(F)cc(F)cc2F)cc1. Reaction SMILES: [CH3:1][c:2]1[c:3](-[c:18]2[cH:19][cH:20][c:21]([CH3:24])[cH:22][cH:23]2)[c:4](-[c:9]2[c:10]([F:17])[cH:11][c:12]([F:16])[cH:13][c:14]2[F:15])[c:5](=[O:8])[nH:6][n:7]1.[P:25]([Cl:26])([Cl:27])([Cl:28])=[O:29]>>[CH3:1][c:2]1[c:3](-[c:18]2[cH:19][cH:20][c:21]([CH3:24])[cH:22][cH:23]2)[c:4](-[c:9]2[c:10]([F:17])[cH:11][c:12]([F:16])[cH:13][c:14]2[F:15])[c:5]([Cl:27])[n:6][n:7]1. Reactants: ClC1=CC=CC2=C1C(N1[C@H](C=3N2C=NC3C=3OC(=CN3)CN(CCC)CCC)CC1)=O ((S)-8-chloro-1-(5-dipropylaminomethyl-oxazol-2-yl)-12,12a-dihydro-9H,11H-azeto[2,1-c]-imidazo[1,5-a][1,4]benzodiazepin-9-one), Cl (hydrochloric acid), CCOCC (ether). The solvent is C(C)O (ethanol). Product: Cl.ClC1=CC=CC2=C1C(N1[C@H](C=3N2C=NC3C=3OC(=CN3)CN(CCC)CCC)CC1)=O ((S)-8-chloro-1-(5-dipropylaminomethyl-oxazol-2-yl)-12,12a-dihydro-9H,11H-azeto[2,1-c]imidazo[1,5-a][1,4]benzodiazepin-9-one hydrochloride). The yield is 163.4%. As a reaction SMILES: [Cl:1][C:2]1[C:7]2[C:8](=[O:31])[N:9]3[CH2:30][CH2:29][C@H:10]3[C:11]3[N:12]([CH:13]=[N:14][C:15]=3[C:16]3[O:17][C:18]([CH2:21][N:22]([CH2:26][CH2:27][CH3:28])[CH2:23][CH2:24][CH3:25])=[CH:19][N:20]=3)[C:6]=2[CH:5]=[CH:4][CH:3]=1.Cl.CCOCC>C(O)C>[ClH:1].[Cl:1][C:2]1[C:7]2[C:8](=[O:31])[N:9]3[CH2:30][CH2:29][C@H:10]3[C:11]3[N:12]([CH:13]=[N:14][C:15]=3[C:16]3[O:17][C:18]([CH2:21][N:22]([CH2:23][CH2:24][CH3:25])[CH2:26][CH2:27][CH3:28])=[CH:19][N:20]=3)[C:6]=2[CH:5]=[CH:4][CH:3]=1 |f:4.5|. Procedure: 1.13 g (0.00257 mol) of (S)-8-chloro-1-(5-dipropylaminomethyl-oxazol-2-yl)-12,12a-dihydro-9H,11H-azeto[2,1-c]-imidazo[1,5-a][1,4]benzodiazepin-9-one in 50 ml ethanol were treated at 0° with 0.73 ml (0.00270 mol) of 3.7N ethanolic hydrochloric acid. A suspension was obtained after stirring at 0° for 1/4 hr. It was treated with 50 ml of ether and suction filtered. There was obtained 1.0 g (82%) of (S)-8-chloro-1-(5-dipropylaminomethyl-oxazol-2-yl)-12,12a-dihydro-9H,11H-azeto[2,1-c]imidazo[1,5-a][1... Starting materials: C(C)OC([C@H](CC1=CC=C(C=C1)N1C(C2=CC=CC(=C2C1=O)C)=O)NC(C1=C(C=CC=C1C)Cl)=O)=O ((2S)-2-(2-chloro-6-methyl-benzoylamino)-3-[4-(4-methyl-1,3-dioxo-1,3-dihydroisoindole-2-yl)phenyl] propionic acid ethylester), Cl (hydrochloric acid). Run at temperature 80 celsius, time 8 hour. Product: ClC1=C(C(=O)N[C@H](C(=O)O)CC2=CC=C(C=C2)N2C(C3=CC=CC(=C3C2=O)C)=O)C(=CC=C1)C ((2S)-2-(2-chloro-6-methyl-benzoylamino)-3-[4-(4-methyl-1,3-dioxo-1,3-dihydroisoindole-2-yl)phenyl] Propionic Acid). Reaction SMILES: C([O:3][C:4](=[O:36])[C@@H:5]([NH:25][C:26](=[O:35])[C:27]1[C:32]([CH3:33])=[CH:31][CH:30]=[CH:29][C:28]=1[Cl:34])[CH2:6][C:7]1[CH:12]=[CH:11][C:10]([N:13]2[C:21](=[O:22])[C:20]3[C:15](=[CH:16][CH:17]=[CH:18][C:19]=3[CH3:23])[C:14]2=[O:24])=[CH:9][CH:8]=1)C.Cl>>[Cl:34][C:28]1[CH:29]=[CH:30][CH:31]=[C:32]([CH3:33])[C:27]=1[C:26]([NH:25][C@@H:5]([CH2:6][C:7]1[CH:12]=[CH:11][C:10]([N:13]2[C:21](=[O:22])[C:20]3[C:15](=[CH:16][CH:17]=[CH:18][C:19]=3[CH3:23])[C:14]2=[O:24])=[CH:9][CH:8]=1)[C:4]([OH:36])=[O:3])=[O:35]. Procedure details: The mixture of (2S)-2-(2-chloro-6-methyl-benzoylamino)-3-[4-(4-methyl-1,3-dioxo-1,3-dihydroisoindole-2-yl)phenyl] propionic acid ethylester and 3N hydrochloric acid was stirred at 80° C. overnight. The solvent was removed and the residue was purified by reverse phase HPLC to obtain the title compound. Starting materials: aqueous solution, C(C)(=O)O (acetic acid), N1=C(C=CC=C1)CCC1=CC=NC2=CC=CC=C12 (4-[2-(2-pyridyl)-ethyl]-quinoline). Reagents/catalysts: [Pt]=O (platinum oxide). Run in C(C)O (ethanol). Conditions: time 8 hour. The product is N1C(CCCC1)CCC1=CC=NC2=CC=CC=C12 (4-[2-(2-piperidyl)-ethyl]-quinoline). RXN SMILES: C(O)(=O)C.[N:5]1[CH:10]=[CH:9][CH:8]=[CH:7][C:6]=1[CH2:11][CH2:12][C:13]1[C:22]2[C:17](=[CH:18][CH:19]=[CH:20][CH:21]=2)[N:16]=[CH:15][CH:14]=1>C(O)C.[Pt]=O>[NH:5]1[CH2:10][CH2:9][CH2:8][CH2:7][CH:6]1[CH2:11][CH2:12][C:13]1[C:22]2[C:17](=[CH:18][CH:19]=[CH:20][CH:21]=2)[N:16]=[CH:15][CH:14]=1. Reported procedure: 30 ml of a 10 N aqueous solution of acetic acid are added to a solution containing 7 g of 4-[2-(2-pyridyl)-ethyl]-quinoline in 700 ml of ethanol, then 1.4 g of 82% platinum oxide is added as catalyst. Hydrogenation is effected at 45° C. under a hydrogen pressure equal to the normal pressure (1 bar) for 24 hours, being careful to replace the catalyst used every eight hours by fresh catalyst. At the end of the 24 hours (the quantity of hydrogen absorbed is then 2.9 liters), the catalyst is removed... Product: Cl.CC1=CC(=NC(=N1)SCC1=CN=CN1C)O (6-methyl-2-{[(1-methyl-1H-imidazol-5-yl)methyl]sulfanyl}pyrimidin-4-ol hydrochloride). Procedure: 6-methyl-2-{[(1-methyl-1H-imidazol-5-yl)methyl]sulfanyl}pyrimidin-4-ol, (252 mg, 1.1 mmol) was stirred in methanol (30 mL), and a solution of 4N HCl in dioxane (400 μL, 1.6 mmol) was added dropwise at 0° C. The mixture was stirred for 1 hour at room temperature. The solvent was removed by evaporation, and the residue was triturated with diethyl ether and dried in vacuo to afford to 6-methyl-2-{[(1-methyl-1H-imidazol-5-yl)methyl]sulfanyl}pyrimidin-4-ol hydrochloride (281 mg, 96% yield); 1H NMR (4... Reaction SMILES: [CH3:1][C:2]1[N:7]=[C:6]([S:8][CH2:9][C:10]2[N:14]([CH3:15])[CH:13]=[N:12][CH:11]=2)[N:5]=[C:4]([OH:16])[CH:3]=1.[ClH:17].O1CCOCC1>CO>[ClH:17].[CH3:1][C:2]1[N:7]=[C:6]([S:8][CH2:9][C:10]2[N:14]([CH3:15])[CH:13]=[N:12][CH:11]=2)[N:5]=[C:4]([OH:16])[CH:3]=1 |f:4.5|. Reactants: Cl (HCl), O1CCOCC1 (dioxane), CC1=CC(=NC(=N1)SCC1=CN=CN1C)O (6-methyl-2-{[(1-methyl-1H-imidazol-5-yl)methyl]sulfanyl}pyrimidin-4-ol). Run in CO (methanol). Conditions: time 1 hour. Isolated yield 96.0%. Starting materials: FC=1C=C([C@@H](C(=O)O)O)C=C(C1)F ((S)-3,5-difluoromandelic acid), Cl.N[C@@H](C)C(=O)C1C2=C(N=C(C(C1)(C)C)N)C=CC(C2=O)C (5-(L-Alaninyl)-amino-3,3,7-trimethyl-5,7-dihydro-6H-benz[b]azepin-6-one Hydrochloride). Product: FC=1C=C([C@@H](C(=O)N[C@@H](C)C(=O)C2C3=C(N=C(C(C2)(C)C)N)C=CC(C3=O)C)O)C=C(C1)F (5-{N′-[(S)-3,5-Difluoromandelyl]-L-alaninyl}-amino-3,3,7-trimethyl-5,7-dihydro-6H-benz[b]azepin-6-one). As a reaction SMILES: [F:1][C:2]1[CH:3]=[C:4]([CH:10]=[C:11]([F:13])[CH:12]=1)[C@H:5]([OH:9])[C:6]([OH:8])=O.Cl.[NH2:15][C@H:16]([C:18]([CH:20]1[CH2:26][C:25]([CH3:28])([CH3:27])[C:24]([NH2:29])=[N:23][C:22]2[CH:30]=[CH:31][CH:32]([CH3:35])[C:33](=[O:34])[C:21]1=2)=[O:19])[CH3:17]>>[F:13][C:11]1[CH:10]=[C:4]([CH:3]=[C:2]([F:1])[CH:12]=1)[C@H:5]([OH:9])[C:6]([NH:15][C@H:16]([C:18]([CH:20]1[CH2:26][C:25]([CH3:28])([CH3:27])[C:24]([NH2:29])=[N:23][C:22]2[CH:30]=[CH:31][CH:32]([CH3:35])[C:33](=[O:34])[C:21]1=2)=[O:19])[CH3:17])=[O:8] |f:1.2|. Procedure: Following General Procedure D and using (S)-3,5-difluoromandelic acid (Example L) and 5-(L-alaninyl)-amino-3,3,7-trimethyl-5,7-dihydro-6H-benz[b]azepin-6-one hydrochloride (Example 6-B), the title compound was prepared. The product was purified by chromatography (silica, 3% MeOH/CHCl3).